Dataset: the Open Reaction Database (ORD), a public repository of structured organic reaction records. Task: describe an organic reaction: reactants, conditions, products, and yield The reactants are C(C)O (ethanol), C(C=C)(=O)N (acrylamide), C(C=C)(=O)N (acrylamide), C(C=C)(=O)N (acrylamide), C(C)O (ethanol), C(C=C)(=O)N (acrylamide), C(C)O (ethanol), C(C)O (ethanol), C(C=C)N(C=CC=C(C#N)C#N)CC=C (3-diallylaminoallylidenemalononitrile), C(C)O (ethanol), C(C=C)(=O)N (acrylamide). The solvent is O (water), O (water). Yields the product C(C=C)(=O)N.C(C=C)NC=CC=C(C#N)C#N (acrylamide allylaminoallylidenemalononitrile). Reaction SMILES: [C:1]([NH2:5])(=[O:4])[CH:2]=[CH2:3].[CH2:6]([N:9](CC=C)[CH:10]=[CH:11][CH:12]=[C:13]([C:16]#[N:17])[C:14]#[N:15])[CH:7]=[CH2:8].C(O)C>O>[C:1]([NH2:5])(=[O:4])[CH:2]=[CH2:3].[CH2:6]([NH:9][CH:10]=[CH:11][CH:12]=[C:13]([C:14]#[N:15])[C:16]#[N:17])[CH:7]=[CH2:8] |f:4.5|. Reported procedure: A solution of 120 g. of acrylamide and 114 g. of 3-diallylaminoallylidenemalononitrile (A) in 500 cc. of ethanol was refluxed. 3.2 g. of AZBN were added and the solution was refluxed for one hour under stirring. A solution of 104 g. of acrylamide, 800 cc. of ethanol and 3.2 g. of AZBN was added and the solution was refluxed for one hour under stirring. A solution of 88 g. of acrylamide, 400 cc. of ethanol and 2.4 g. of AZBN was added and refluxed for one hour. A solution of 72 g. of acrylamide, ...